Dataset: the Open Reaction Database (ORD), a public repository of structured organic reaction records. Task: describe an organic reaction: reactants, conditions, products, and yield The reactants are CS(=O)(=O)NC1=CC=C(C(=O)Cl)C=C1 (4-[(methylsulfonyl)amino]benzoyl chloride), NCCN1C(CCCC1(C)C)(C)C (N-(2-aminoethyl)-2,2,6,6-tetramethylpiperidine). Run in O1CCCC1 (tetrahydrofuran). Run at time 8 hour. Product: Cl.CS(=O)(=O)NC1=CC=C(C(=O)NCCN2C(CCCC2(C)C)(C)C)C=C1 (4-[(Methylsulfonyl)amino]-N-[2-(2,2,6,6-tetramethylpiperidino)ethyl]benzamide hydrochloride). Reaction SMILES: [CH3:1][S:2]([NH:5][C:6]1[CH:14]=[CH:13][C:9]([C:10]([Cl:12])=[O:11])=[CH:8][CH:7]=1)(=[O:4])=[O:3].[NH2:15][CH2:16][CH2:17][N:18]1[C:23]([CH3:25])([CH3:24])[CH2:22][CH2:21][CH2:20][C:19]1([CH3:27])[CH3:26]>O1CCCC1>[ClH:12].[CH3:1][S:2]([NH:5][C:6]1[CH:14]=[CH:13][C:9]([C:10]([NH:15][CH2:16][CH2:17][N:18]2[C:23]([CH3:25])([CH3:24])[CH2:22][CH2:21][CH2:20][C:19]2([CH3:27])[CH3:26])=[O:11])=[CH:8][CH:7]=1)(=[O:4])=[O:3] |f:3.4|. Reported procedure: To 2.72 g (11.1 mmole) of 4-[(methylsulfonyl)amino]benzoyl chloride in 50 ml of tetrahydrofuran cooled to 0° C. under an N2 atmosphere add dropwise 2.04 g (11.1 mmole) of N-(2-aminoethyl)-2,2,6,6-tetramethylpiperidine. After the addition is complete, allow the reaction to stir at ambient temperature overnight. Monitor the progress of the reaction by thin layer chromatography on silica gel (acetonitrile: ammonium hydroxide; 9:1). When the reaction is complete, remove the solvent in vacuo. Dissolv... Starting materials: C(C1=CC=CC=C1)OC=1C=C(C=CC1)N1N=C(C2=C1C=1C=CC=CC1S(C2)(=O)=O)C(=O)N2CCOCC2 (1-[3-(benzyloxy)phenyl]-3-(morpholin-4-ylcarbonyl)-1,4-dihydrothiochromeno[4,3-c]pyrazole 5,5-dioxide), [H][H] (hydrogen). Reagents/catalysts: [Pd] (Pd/C). Run in CO (MeOH). Yields the product N1(CCOCC1)C(=O)C=1C2=C(N(N1)C=1C=C(C=CC1)O)C=1C=CC=CC1S(C2)(=O)=O (3-[3-(Morpholin-4-ylcarbonyl)-5,5-dioxidothiochromeno[4,3-c]pyrazol-1(4H)-yl]phenol). Yield: 7.4%. As a reaction SMILES: C([O:8][C:9]1[CH:10]=[C:11]([N:15]2[C:19]3[C:20]4[CH:21]=[CH:22][CH:23]=[CH:24][C:25]=4[S:26](=[O:29])(=[O:28])[CH2:27][C:18]=3[C:17]([C:30]([N:32]3[CH2:37][CH2:36][O:35][CH2:34][CH2:33]3)=[O:31])=[N:16]2)[CH:12]=[CH:13][CH:14]=1)C1C=CC=CC=1.[H][H]>CO.[Pd]>[N:32]1([C:30]([C:17]2[C:18]3[CH2:27][S:26](=[O:28])(=[O:29])[C:25]4[CH:24]=[CH:23][CH:22]=[CH:21][C:20]=4[C:19]=3[N:15]([C:11]3[CH:10]=[C:9]([OH:8])[CH:14]=[CH:13][CH:12]=3)[N:16]=2)=[O:31])[CH2:37][CH2:36][O:35][CH2:34][CH2:33]1. Reported procedure: To a solution 1-[3-(benzyloxy)phenyl]-3-(morpholin-4-ylcarbonyl)-1,4-dihydrothiochromeno[4,3-c]pyrazole 5,5-dioxide (8 g, 155 mmol) in MeOH (500 mL) is added 10% Pd/C (0.5 g) and the reaction mixture is hydrogenated at 12 Kg/cm2 pressure of hydrogen at RT for 20 h in Autoclave. The catalyst is filtered through celite and filtrate is concentrated to afford 4.9 g (89%) of the title compound as a brown solid. 1H NMR (DMSO-d6, 400 MHz): δ 10.08 (s, 1H), 8.02-8.00 (dd, J=2.4, 3.2 Hz, 1H), 7.65-7.59 (... As a reaction SMILES: [C:15](=[O:16])([O-:17])[O-:18].[C:21].[CH3:23][OH:24].[Cl:1][c:2]1[s:3][c:4]([CH2:7][O:8][CH:9]2[O:10][CH2:11][CH2:12][CH2:13][CH2:14]2)[cH:5][n:6]1.[K+:19].[K+:20].[Pd:22]>>[cH:2]1[s:3][c:4]([CH2:7][O:8][CH:9]2[O:10][CH2:11][CH2:12][CH2:13][CH2:14]2)[cH:5][n:6]1. Reactants: O=C([O-])[O-], C, CO, Clc1ncc(COC2CCCCO2)s1, [K+], [K+], [Pd]. Yields the product c1ncc(COC2CCCCO2)s1. Reactants: OC1=CC(=C(C(=O)O)C=C1)C (4-hydroxy-2-methyl benzoic acid), C([O-])([O-])=O.[Cs+].[Cs+] (cesium carbonate), CN(C)C=O (DMF), IC (iodomethane), CN(C)C=O (DMF). The product is COC1=CC(=C(C(=O)OC)C=C1)C (methyl 4-methoxy-2-methylbenzoate). As a reaction SMILES: [OH:1][C:2]1[CH:10]=[CH:9][C:5]([C:6](O)=[O:7])=[C:4]([CH3:11])[CH:3]=1.[C:12](=O)([O-])[O-].[Cs+].[Cs+].IC.CN([CH:23]=[O:24])C>>[CH3:12][O:1][C:2]1[CH:10]=[CH:9][C:5]([C:6]([O:24][CH3:23])=[O:7])=[C:4]([CH3:11])[CH:3]=1 |f:1.2.3|. Reported procedure: To a suspension of 4-hydroxy-2-methyl benzoic acid (10.0 g, 65.7 mmol) and cesium carbonate (53.5 g, 164.3 mmol) in DMF (70 mL) at 0° C., iodomethane (10.3 mL, 164.3 mmol) in DMF (10 mL) was added over 20 min. The reaction warmed from 0° C. to room temperature overnight. The mixture filtered and washed with ether. The filtrate was washed with water and the layers separated. The aqueous was washed with ether (3×100 mL). The organics were combined and washed with H2O then brine, dried over Na2SO4,... The reactants are ClCC(=O)N1CCN(CC1)C1=CC(=C(C=C1)Cl)OC (2-chloro-1-[4-(4-chloro-3-methoxy-phenyl)-piperazin-1-yl]-ethanone), ClC=1C=CC2=C(NC(O2)=O)C1 (5-chloro-3H-benzooxazol-2-one), C(=O)([O-])[O-].[K+].[K+] (K2CO3). Solvent: CN1CCCC1=O (NMP). Reaction conditions: temperature 60 celsius, time 8 hour. The product is ClC=1C=CC2=C(N(C(O2)=O)CC(=O)N2CCN(CC2)C2=CC(=C(C=C2)Cl)OC)C1 (5-chloro-3-{2-[4-(4-chloro-3-methoxy-phenyl)-piperazin-1-yl]-2-oxo-ethyl}-3H-benzooxazol-2-one). As a reaction SMILES: Cl[CH2:2][C:3]([N:5]1[CH2:10][CH2:9][N:8]([C:11]2[CH:16]=[CH:15][C:14]([Cl:17])=[C:13]([O:18][CH3:19])[CH:12]=2)[CH2:7][CH2:6]1)=[O:4].[Cl:20][C:21]1[CH:22]=[CH:23][C:24]2[O:28][C:27](=[O:29])[NH:26][C:25]=2[CH:30]=1.C([O-])([O-])=O.[K+].[K+]>CN1C(=O)CCC1>[Cl:20][C:21]1[CH:22]=[CH:23][C:24]2[O:28][C:27](=[O:29])[N:26]([CH2:2][C:3]([N:5]3[CH2:10][CH2:9][N:8]([C:11]4[CH:16]=[CH:15][C:14]([Cl:17])=[C:13]([O:18][CH3:19])[CH:12]=4)[CH2:7][CH2:6]3)=[O:4])[C:25]=2[CH:30]=1 |f:2.3.4|. Procedure details: In a 4 mL vial was added 2-chloro-1-[4-(4-chloro-3-methoxy-phenyl)-piperazin-1-yl]-ethanone (1) (200 mg, 0.66 mmol, 1.0 equiv), 5-chloro-3H-benzooxazol-2-one (105 mg, 0.69 mmol, 1.05 equiv), K2CO3 (365 mg, 2.64 mmol, 4.0 equiv) and 2.5 mL of NMP. A stir bar was placed in the vial and the vial was then capped. The mixture stirred at 60° C. overnight. The crude product was purified by reversed phase HPLC (acetonitrile —H2O with 0.1% TFA as the eluent) to yield 5-chloro-3-{2-[4-(4-chloro-3-methoxy-... Starting materials: ClC1=CC=C(S1)C(=O)NCC1=NN(C=C1)C1=CC=C(C=C1)I (5-chloro-N-((1-(4-iodophenyl)-1H-pyrazol-3-yl)methyl)thiophene-2-carboxamide), OC1=NC=CC=C1 (2-hydroxypyridine), OC=1C=CC=C2C=CC=NC12 (8-hydroxyquinoline), C(=O)([O-])[O-].[K+].[K+] (K2CO3). The reagents and catalysts are [Cu]I (CuI). Run in CS(=O)C (DMSO). Run at temperature 130 celsius. The product is ClC1=CC=C(S1)C(=O)NCC1=NN(C=C1)C1=CC=C(C=C1)N1C(C=CC=C1)=O (5-Chloro-N-((1-(4-(2-oxopyridin-1(2H)-yl)phenyl)-1H-pyrazol-3-yl)methyl)thiophene-2-carboxamide). The yield is 26.1%. RXN SMILES: [Cl:1][C:2]1[S:6][C:5]([C:7]([NH:9][CH2:10][C:11]2[CH:15]=[CH:14][N:13]([C:16]3[CH:21]=[CH:20][C:19](I)=[CH:18][CH:17]=3)[N:12]=2)=[O:8])=[CH:4][CH:3]=1.[OH:23][C:24]1[CH:29]=[CH:28][CH:27]=[CH:26][N:25]=1.OC1C=CC=C2C=1N=CC=C2.C([O-])([O-])=O.[K+].[K+]>CS(C)=O.[Cu]I>[Cl:1][C:2]1[S:6][C:5]([C:7]([NH:9][CH2:10][C:11]2[CH:15]=[CH:14][N:13]([C:16]3[CH:21]=[CH:20][C:19]([N:25]4[CH:26]=[CH:27][CH:28]=[CH:29][C:24]4=[O:23])=[CH:18][CH:17]=3)[N:12]=2)=[O:8])=[CH:4][CH:3]=1 |f:3.4.5|. Reported procedure: A mixture of 5-chloro-N-((1-(4-iodophenyl)-1H-pyrazol-3-yl)methyl)thiophene-2-carboxamide (60 mg, 0.14 mmol), 2-hydroxypyridine (30 mg, 0.32 mmol), 8-hydroxyquinoline (10 mg, 0.070 mmol) and K2CO3 (50 mg, 0.36 mmol) in DMSO (1 mL) was degassed with Argon before being charged with CuI (15 mg, 0.080 mmol). The mixture in a sealed tube was heated at 130° C. overnight. It was then purified by HPLC to give the titled compound (15 mg). MS 411.0 and 413.0 (M+H, Cl pattern). Reactants: C(CC(=O)C)(=O)OC (methyl acetoacetate), ( 23 ), CC(CCC(CCC1=CC=CC=C1)=O)C (6-methyl-1-phenyl-heptan-3-one), [H-].[Na+] (NaH), C(CCC)[Li] (n-butyl lithium), ketone. Run in O (Water), C1CCOC1 (THF), CCCCCC (hexane). Run at temperature 0 celsius, time 90 minute. Yields the product OC1=CC(OC(C1)(CCC1=CC=CC=C1)CCC(C)C)=O (4-Hydroxy-6-(3-methyl-butyl)-6-phenethyl-5,6-dihydro-pyran-2-one). As a reaction SMILES: [C:1](OC)(=[O:6])[CH2:2][C:3]([CH3:5])=[O:4].[H-].[Na+].C([Li])CCC.[CH3:16][CH:17]([CH3:30])[CH2:18][CH2:19][C:20](=[O:29])[CH2:21][CH2:22][C:23]1[CH:28]=[CH:27][CH:26]=[CH:25][CH:24]=1>CCCCCC.O.C1COCC1>[OH:4][C:3]1[CH2:5][C:20]([CH2:19][CH2:18][CH:17]([CH3:30])[CH3:16])([CH2:21][CH2:22][C:23]2[CH:28]=[CH:27][CH:26]=[CH:25][CH:24]=2)[O:29][C:1](=[O:6])[CH:2]=1 |f:1.2|. Procedure: The title compound was prepared as described in General Method 5 using 2.56 g (22 mmol) of methyl acetoacetate, 0.97 g (24.2 mmol) of NaH 60% dispersion in oil, 14.4 mL (23.1 mmol) of 1.6M n-butyl lithium in hexane, 4.5 g (22.0 mmol) of 6-methyl-1-phenyl-heptan-3-one (A. Katritzky, et al., J. Org. Chem., 1995, 60 (23), 7605) and 60 mL of THF. After addition of the ketone, the reaction was stirred for 90 minutes at 0° C. and then for 30 minutes at room temperature. Water (400 mL) was slowly added...